This data is from the Open Reaction Database (ORD), a public repository of structured organic reaction records. The task is: describe an organic reaction: reactants, conditions, products, and yield Starting materials: BrC(Br)(Br)Br, ClCCl, CCOC(=O)C(C)(C)Oc1ccc(CCO)cc1, c1ccc(P(c2ccccc2)c2ccccc2)cc1. Product: CCOC(=O)C(C)(C)Oc1ccc(CCBr)cc1. Reaction SMILES: [C:38]([Br:39])([Br:40])([Br:41])[Br:42].[Cl:43][CH2:44][Cl:45].[OH:1][CH2:2][CH2:3][c:4]1[cH:5][cH:6][c:7]([O:8][C:9]([C:10](=[O:11])[O:12][CH2:13][CH3:14])([CH3:15])[CH3:16])[cH:17][cH:18]1.[c:19]1([P:20]([c:21]2[cH:22][cH:23][cH:24][cH:25][cH:26]2)[c:27]2[cH:28][cH:29][cH:30][cH:31][cH:32]2)[cH:33][cH:34][cH:35][cH:36][cH:37]1>>[CH2:2]([CH2:3][c:4]1[cH:5][cH:6][c:7]([O:8][C:9]([C:10](=[O:11])[O:12][CH2:13][CH3:14])([CH3:15])[CH3:16])[cH:17][cH:18]1)[Br:39]. Reactants: C1(CC1)C1=C(C=NC=C1)N1C(NCC1)=O (1-(4-cyclopropylpyridin-3-yl)imidazolidin-2-one), BrC1=CC(=NC=C1)C(F)(F)F (4-bromo-2-(trifluoromethyl)pyridine), CN[C@H]1[C@@H](CCCC1)NC (trans-N,N′-dimethylcyclohexane-1,2-diamine), P(=O)([O-])([O-])[O-].[K+].[K+].[K+] (potassium phosphate). The reagents and catalysts are [Cu](I)I (copper iodide). The product is C1(CC1)C1=C(C=NC=C1)N1C(N(CC1)C1=CC(=NC=C1)C(F)(F)F)=O (1-(4-cyclopropylpyridin-3-yl)-3-(2-(trifluoromethyl)pyridin-4-yl)imidazolidin-2-one). The yield is 33.4%. As a reaction SMILES: [CH:1]1([C:4]2[CH:9]=[CH:8][N:7]=[CH:6][C:5]=2[N:10]2[CH2:14][CH2:13][NH:12][C:11]2=[O:15])[CH2:3][CH2:2]1.Br[C:17]1[CH:22]=[CH:21][N:20]=[C:19]([C:23]([F:26])([F:25])[F:24])[CH:18]=1.CN[C@@H]1CCCC[C@H]1NC.P([O-])([O-])([O-])=O.[K+].[K+].[K+]>[Cu](I)I>[CH:1]1([C:4]2[CH:9]=[CH:8][N:7]=[CH:6][C:5]=2[N:10]2[CH2:14][CH2:13][N:12]([C:17]3[CH:22]=[CH:21][N:20]=[C:19]([C:23]([F:26])([F:25])[F:24])[CH:18]=3)[C:11]2=[O:15])[CH2:3][CH2:2]1 |f:3.4.5.6|. Procedure: Using analogous reagents and reaction conditions as described in Example 1 above, 1-(4-cyclopropylpyridin-3-yl)imidazolidin-2-one (I-1d: 70 mg, 0.344 mmol) was reacted with 4-bromo-2-(trifluoromethyl)pyridine (93.5 mg, 0.413 mmol) 1,4-dioxane (5 mL), copper iodide (6.5 mg, 0.034 mmol), trans-N,N′-dimethylcyclohexane-1,2-diamine (4.8 mg, 0.034 mmol) and potassium phosphate (219 mg, 1.034 mmol) to afford the crude product. Purification by preparative HPLC afforded 40 mg of the product (33% yield). Reactants: BrC=1C=CC(=C(C1)C=1C2=C(C(N(C1)C)=O)N(C=C2)S(=O)(=O)C2=CC=C(C)C=C2)OCC2CC2 (4-(5-bromo-2-(cyclopropylmethoxy)phenyl)-6-methyl-1-tosyl-1H-pyrrolo[2,3-c]pyridin-7(6H)-one), CC1(OB(OC1(C)C)C=1C=NOC1)C (4-(4,4,5,5-tetramethyl-1,3,2-dioxaborolan-2-yl)isoxazole), ClCCl (dichloromethane), [F-].[K+] (potassium fluoride), [OH-].[Na+] (NaOH). The reagents and catalysts are Cl[Pd]Cl.C1(=CC=CC=C1)P([C-]1C=CC=C1)C1=CC=CC=C1.[C-]1(C=CC=C1)P(C1=CC=CC=C1)C1=CC=CC=C1.[Fe+2] ([1,1′-bis(diphenylphosphino)ferrocene]-dichloropalladium (II)). Solvent: CS(=O)C (dimethylsulfoxide), O (water). Conditions: temperature 130 celsius, time 2 hour. The product is C1(CC1)COC1=C(C=C(C=C1)CC#N)C=1C2=C(C(N(C1)C)=O)NC=C2 ([4-(cyclopropylmethoxy)-3-(6-methyl-7-oxo-6,7-dihydro-1H-pyrrolo[2,3-c]pyridin-4-yl)phenyl]acetonitrile). Isolated yield 47.4%. Reaction SMILES: Br[C:2]1[CH:3]=[CH:4][C:5]([O:29][CH2:30][CH:31]2[CH2:33][CH2:32]2)=[C:6]([C:8]2[C:9]3[CH:18]=[CH:17][N:16](S(C4C=CC(C)=CC=4)(=O)=O)[C:10]=3[C:11](=[O:15])[N:12]([CH3:14])[CH:13]=2)[CH:7]=1.CC1(C)C(C)(C)OB([C:42]2[CH:43]=[N:44]OC=2)O1.ClCCl.[F-].[K+].[OH-].[Na+]>CS(C)=O.O.Cl[Pd]Cl.C1(P(C2C=CC=CC=2)[C-]2C=CC=C2)C=CC=CC=1.[C-]1(P(C2C=CC=CC=2)C2C=CC=CC=2)C=CC=C1.[Fe+2]>[CH:31]1([CH2:30][O:29][C:5]2[CH:4]=[CH:3][C:2]([CH2:42][C:43]#[N:44])=[CH:7][C:6]=2[C:8]2[C:9]3[CH:18]=[CH:17][NH:16][C:10]=3[C:11](=[O:15])[N:12]([CH3:14])[CH:13]=2)[CH2:33][CH2:32]1 |f:3.4,5.6,9.10.11.12|. Procedure: A mixture of Example 314b (100 mg, 0.190 mmol), 4-(4,4,5,5-tetramethyl-1,3,2-dioxaborolan-2-yl)isoxazole (44.4 mg, 0.228 mmol), [1,1′-bis(diphenylphosphino)ferrocene]-dichloropalladium (II), complex with dichloromethane (1:1) (15.5 mg, 0.019 mmol), and potassium fluoride (44.1 mg, 0.758 mmol) in dimethylsulfoxide (1.9 mL) and water (0.75 mL) was purged with nitrogen gas and heated under microwave conditions at 130° C. at for 1.5 hours. The mixture was then treated with 1 mL 4N NaOH and stirred a... The reactants are F[C@@H]1[C@@H]([C@H](C[C@H]2[C@@H]1NC(O2)=O)CO)O ((3aS,4S,5R,6R,7aS)-4-fluoro-5-hydroxy-6-(hydroxymethyl)hexahydrobenzo[d]oxazol-2(3H)-one), [Li+].[OH-] (LiOH). Run in O (water), CO (MeOH). Product: N[C@H]1[C@H](C[C@@H]([C@H]([C@H]1F)O)CO)O ((1S,2S,3S,4R,5R)-2-amino-3-fluoro-5-(hydroxymethyl)cyclohexane-1,4-diol). The yield is 78.9%. As a reaction SMILES: [F:1][C@H:2]1[C@H:7]2[NH:8]C(=O)[O:10][C@H:6]2[CH2:5][C@H:4]([CH2:12][OH:13])[C@H:3]1[OH:14].[Li+].[OH-]>O.CO>[NH2:8][C@@H:7]1[C@H:2]([F:1])[C@H:3]([OH:14])[C@@H:4]([CH2:12][OH:13])[CH2:5][C@@H:6]1[OH:10] |f:1.2|. Reported procedure: A mixture of (3aS,4S,5R,6R,7aS)-4-fluoro-5-hydroxy-6-(hydroxymethyl)hexahydrobenzo[d]oxazol-2(3H)-one (704 mg, 3.43 mmol) and LiOH (2.71 g, 113 mmol) in water (35 mL) and MeOH (26 mL) was stirred at reflux for 2 h. The solvents were evaporated to give the crude product. This was purified by SiO2 column, eluted with 20%-30% 2 M NH3 MeOH solution in DCM give (1S,2S,3S,4R,5R)-2-amino-3-fluoro-5-(hydroxymethyl)cyclohexane-1,4-diol (485 mg, 80%) as a white solid. 1H NMR (400 MHz, MeOD) δ 4.74 (d, J=5...